This data is from the Open Reaction Database (ORD), a public repository of structured organic reaction records. The task is: describe an organic reaction: reactants, conditions, products, and yield The reactants are CS(C)=O, CC(C)OC(=O)OC(OC(=O)C(O[Si](C)(C)C(C)(C)C)C(C)(C)COS(=O)(=O)CCCCl)C(C)C, [N-]=[N+]=[N-], [Na+]. Yields the product CC(C)OC(=O)OC(OC(=O)C(O[Si](C)(C)C(C)(C)C)C(C)(C)COS(=O)(=O)CCCN=[N+]=[N-])C(C)C. As a reaction SMILES: [CH3:40][S:41](=[O:42])[CH3:43].[Cl:1][CH2:2][CH2:3][CH2:4][S:5](=[O:6])(=[O:7])[O:8][CH2:9][C:10]([CH:11]([C:12](=[O:13])[O:14][CH:15]([CH:16]([CH3:17])[CH3:18])[O:19][C:20](=[O:21])[O:22][CH:23]([CH3:24])[CH3:25])[O:26][Si:27]([C:28]([CH3:29])([CH3:30])[CH3:31])([CH3:32])[CH3:33])([CH3:34])[CH3:35].[N-:37]=[N+:38]=[N-:39].[Na+:36]>>[CH2:2]([CH2:3][CH2:4][S:5](=[O:6])(=[O:7])[O:8][CH2:9][C:10]([CH:11]([C:12](=[O:13])[O:14][CH:15]([CH:16]([CH3:17])[CH3:18])[O:19][C:20](=[O:21])[O:22][CH:23]([CH3:24])[CH3:25])[O:26][Si:27]([C:28]([CH3:29])([CH3:30])[CH3:31])([CH3:32])[CH3:33])([CH3:34])[CH3:35])[N:37]=[N+:38]=[N-:39]. Starting materials: C=CCOC1C(OCc2ccccc2)C(COCc2ccccc2)OC(OC2C(OCc3ccccc3)C(COCc3ccccc3)OC(OCc3ccccc3)C2OC(C)=O)C1OC(C)=O, CCO, ClCCl, O, Cc1ccccc1. The product is CC(=O)OC1C(OC2C(OCc3ccccc3)C(COCc3ccccc3)OC(OCc3ccccc3)C2OC(C)=O)OC(COCc2ccccc2)C(OCc2ccccc2)C1O. Reaction SMILES: [C:1]([CH3:2])(=[O:3])[O:4][CH:5]1[CH:6]([O:32][CH:33]2[CH:34]([O:64][C:65]([CH3:66])=[O:67])[CH:35]([O:36][CH2:37][c:38]3[cH:39][cH:40][cH:41][cH:42][cH:43]3)[O:44][CH:45]([CH2:55][O:56][CH2:57][c:58]3[cH:59][cH:60][cH:61][cH:62][cH:63]3)[CH:46]2[O:47][CH2:48][c:49]2[cH:50][cH:51][cH:52][cH:53][cH:54]2)[O:7][CH:8]([CH2:23][O:24][CH2:25][c:26]2[cH:27][cH:28][cH:29][cH:30][cH:31]2)[CH:9]([O:15][CH2:16][c:17]2[cH:18][cH:19][cH:20][cH:21][cH:22]2)[CH:10]1[O:11][CH2:12][CH:13]=[CH2:14].[CH2:79]([OH:80])[CH3:81].[Cl:68][CH2:69][Cl:70].[OH2:71].[c:72]1([CH3:73])[cH:74][cH:75][cH:76][cH:77][cH:78]1>>[C:1]([CH3:2])(=[O:3])[O:4][CH:5]1[CH:6]([O:32][CH:33]2[CH:34]([O:64][C:65]([CH3:66])=[O:67])[CH:35]([O:36][CH2:37][c:38]3[cH:39][cH:40][cH:41][cH:42][cH:43]3)[O:44][CH:45]([CH2:55][O:56][CH2:57][c:58]3[cH:59][cH:60][cH:61][cH:62][cH:63]3)[CH:46]2[O:47][CH2:48][c:49]2[cH:50][cH:51][cH:52][cH:53][cH:54]2)[O:7][CH:8]([CH2:23][O:24][CH2:25][c:26]2[cH:27][cH:28][cH:29][cH:30][cH:31]2)[CH:9]([O:15][CH2:16][c:17]2[cH:18][cH:19][cH:20][cH:21][cH:22]2)[CH:10]1[OH:11]. Reactants: CN1CCCC1=O, N#C[Cu], Cc1nc(N)nc2c1cc(Br)c(=O)n2C1CCC1. Product: Cc1nc(N)nc2c1cc(C#N)c(=O)n2C1CCC1. Reaction SMILES: [CH3:22][N:23]1[CH2:24][CH2:25][CH2:26][C:27]1=[O:28].[Cu:19][C:20]#[N:21].[NH2:1][c:2]1[n:3][c:4]([CH3:18])[c:5]2[c:6]([n:7]1)[n:8]([CH:14]1[CH2:15][CH2:16][CH2:17]1)[c:9](=[O:13])[c:10]([Br:12])[cH:11]2>>[NH2:1][c:2]1[n:3][c:4]([CH3:18])[c:5]2[c:6]([n:7]1)[n:8]([CH:14]1[CH2:15][CH2:16][CH2:17]1)[c:9](=[O:13])[c:10]([C:20]#[N:21])[cH:11]2.